Dataset: the Open Reaction Database (ORD), a public repository of structured organic reaction records. Task: describe an organic reaction: reactants, conditions, products, and yield Starting materials: COc1cnc2ccc(=O)n(CCN3CCC(CNC(=O)OCc4ccccc4)C3)c2c1, CO. Product: COc1cnc2ccc(=O)n(CCN3CCC(CN)C3)c2c1. As a reaction SMILES: [CH3:1][O:2][c:3]1[cH:4][n:5][c:6]2[cH:7][cH:8][c:9](=[O:32])[n:10]([CH2:13][CH2:14][N:15]3[CH2:16][CH:17]([CH2:20][NH:21][C:22](=[O:23])[O:24][CH2:25][c:26]4[cH:27][cH:28][cH:29][cH:30][cH:31]4)[CH2:18][CH2:19]3)[c:11]2[cH:12]1.[CH3:33][OH:34]>>[CH3:1][O:2][c:3]1[cH:4][n:5][c:6]2[cH:7][cH:8][c:9](=[O:32])[n:10]([CH2:13][CH2:14][N:15]3[CH2:16][CH:17]([CH2:20][NH2:21])[CH2:18][CH2:19]3)[c:11]2[cH:12]1. Starting materials: ClC=1C=CC(=C(CC2CNC(CN(C2=O)C(=O)NC(C(=O)NCC(=O)OC(C)(C)C)CC)=O)C1)OC (tert-butyl {[2-({[6-(5-chloro-2-methoxybenzyl)-3,7-dioxo-1,4-diazepan-1-yl]carbonyl}amino)butanoyl]amino}acetate), Cl.C(C)(C)(C)OC(CN)=O (glycine tert-butyl ester hydrochloride), NC1=CC=C(C(=O)OC(C)(C)C)C=C1 (tert-butyl 4-aminobenzoate). The product is ClC=1C=CC(=C(CC2CNC(CN(C2=O)C(=O)N[C@@H](C(=O)NC2=CC=C(C(=O)O)C=C2)CC)=O)C1)OC (4-{[(2R)-2-({[6-(5-chloro-2-methoxybenzyl)-3,7-dioxo-1,4-diazepan-1-yl]carbonyl}amino)butanoyl]amino}benzoic Acid). RXN SMILES: [Cl:1][C:2]1[CH:3]=[CH:4][C:5]([O:35][CH3:36])=[C:6]([CH:34]=1)[CH2:7][CH:8]1[C:14](=[O:15])[N:13]([C:16]([NH:18][CH:19]([CH2:31][CH3:32])[C:20]([NH:22]CC(OC(C)(C)C)=O)=[O:21])=[O:17])[CH2:12][C:11](=[O:33])[NH:10][CH2:9]1.Cl.C(OC(=O)CN)(C)(C)C.N[C:48]1[CH:60]=[CH:59][C:51]([C:52]([O:54]C(C)(C)C)=[O:53])=[CH:50][CH:49]=1>>[Cl:1][C:2]1[CH:3]=[CH:4][C:5]([O:35][CH3:36])=[C:6]([CH:34]=1)[CH2:7][CH:8]1[C:14](=[O:15])[N:13]([C:16]([NH:18][C@H:19]([CH2:31][CH3:32])[C:20]([NH:22][C:48]2[CH:60]=[CH:59][C:51]([C:52]([OH:54])=[O:53])=[CH:50][CH:49]=2)=[O:21])=[O:17])[CH2:12][C:11](=[O:33])[NH:10][CH2:9]1 |f:1.2|. Procedure: Instead of the starting material compound of Example 220, that is, the glycine tert-butyl ester hydrochloride, tert-butyl 4-aminobenzoate was used for the similar procedure as in Example 220 and Example 245 to obtain the title compound. Reactants: CC(C)c1ccc(OC2CCC3(CC2)SCC(C(=O)O)N3C(=O)c2ccccc2)cc1, C(=NC1CCCCC1)=NC1CCCCC1, NCCC(=O)OCc1ccccc1, C1CCOC1, O, On1nnc2ccccc21. The product is CC(C)c1ccc(OC2CCC3(CC2)SCC(C(=O)NCCC(=O)OCc2ccccc2)N3C(=O)c2ccccc2)cc1. Reaction SMILES: [C:1]([c:2]1[cH:3][cH:4][cH:5][cH:6][cH:7]1)(=[O:8])[N:9]1[CH:10]([C:29](=[O:30])[OH:31])[CH2:11][S:12][C:13]12[CH2:14][CH2:15][CH:16]([O:19][c:20]1[cH:21][cH:22][c:23]([CH:26]([CH3:27])[CH3:28])[cH:24][cH:25]1)[CH2:17][CH2:18]2.[CH:56]1([N:57]=[C:58]=[N:59][CH:60]2[CH2:61][CH2:62][CH2:63][CH2:64][CH2:65]2)[CH2:66][CH2:67][CH2:68][CH2:69][CH2:70]1.[NH2:32][CH2:33][CH2:34][C:35](=[O:36])[O:37][CH2:38][c:39]1[cH:40][cH:41][cH:42][cH:43][cH:44]1.[O:71]1[CH2:72][CH2:73][CH2:74][CH2:75]1.[OH2:45].[OH:46][n:47]1[c:48]2[cH:49][cH:50][cH:51][cH:52][c:53]2[n:54][n:55]1>>[C:1]([c:2]1[cH:3][cH:4][cH:5][cH:6][cH:7]1)(=[O:8])[N:9]1[CH:10]([C:29](=[O:30])[NH:32][CH2:33][CH2:34][C:35](=[O:36])[O:37][CH2:38][c:39]2[cH:40][cH:41][cH:42][cH:43][cH:44]2)[CH2:11][S:12][C:13]12[CH2:14][CH2:15][CH:16]([O:19][c:20]1[cH:21][cH:22][c:23]([CH:26]([CH3:27])[CH3:28])[cH:24][cH:25]1)[CH2:17][CH2:18]2. Starting materials: [Br-].[SH3+] (sulfonium bromide), FC(C(C(C(F)(F)F)(F)F)(F)F)(S(=O)(=O)[O-])F.[Na+] (sodium perfluorobutane sulfonate). The solvent is [N+](=O)([O-])C (nitromethane). Yields the product FC(C(C(C(F)(F)F)(F)F)(F)F)(S(=O)(=O)[O-])F.[SH3+] (sulfonium perfluorobutane sulfonate). Reaction SMILES: [Br-].[SH3+:2].[F:3][C:4]([F:19])([S:15]([O-:18])(=[O:17])=[O:16])[C:5]([F:14])([F:13])[C:6]([F:12])([F:11])[C:7]([F:10])([F:9])[F:8].[Na+]>[N+](C)([O-])=O>[F:19][C:4]([F:3])([S:15]([O-:18])(=[O:17])=[O:16])[C:5]([F:13])([F:14])[C:6]([F:12])([F:11])[C:7]([F:10])([F:9])[F:8].[SH3+:2] |f:0.1,2.3,5.6|. Procedure: The thus obtained monomer precursor is mixed with, for example, phenacyl bromide in acetonitrile or nitromethan at room temperature, to thereby obtain the corresponding sulfonium bromide. With the thus obtained sulfonium bromide, for example, sodium perfluorobutane sulfonate is mixed in nitromethane at room temperature to thereby obtain the targeted product of sulfonium perfluorobutane sulfonate. Moreover, the thus obtained sulfonium perfluorobutanesulfonate can be further purified by recrystall... Reactants: C(C)(C)(C)C(=O)C=O (tert.-butylglyoxal), ClC1=CC=C(C(=O)N)C=C1 (p-chlorobenzamide). The solvent is C1=CC=CC=C1 (benzene). Product: ClC1=CC=C(C(=O)NC(C(C(C)(C)C)=O)O)C=C1 (1-(p-chlorobenzamido)-3,3-dimethyl-1-hydroxy-butan-2-one). The yield is 54.0%. Reaction SMILES: [C:1]([C:5]([CH:7]=[O:8])=[O:6])([CH3:4])([CH3:3])[CH3:2].[Cl:9][C:10]1[CH:18]=[CH:17][C:13]([C:14]([NH2:16])=[O:15])=[CH:12][CH:11]=1>C1C=CC=CC=1>[Cl:9][C:10]1[CH:18]=[CH:17][C:13]([C:14]([NH:16][CH:7]([OH:8])[C:5](=[O:6])[C:1]([CH3:4])([CH3:3])[CH3:2])=[O:15])=[CH:12][CH:11]=1. Procedure: 14 g (0.123 mol) of freshly distilled tert.-butylglyoxal were dissolved in 150 ml of absolute benzene. 19.1 g (0.123 mol) of p-chlorobenzamide were added and the mixture was heated for 15 hours under reflux. On cooling, the reaction product crystallised out. 16.1 g (54% of theory) of 1-(p-chlorobenzamido)-3,3-dimethyl-1-hydroxy-butan-2-one of melting point 130° C. were obtained. Starting materials: CCOC(=O)C(Br)c1ccccc1, [K+], [K+], O=C([O-])[O-], COCCOc1nc(N)c2[nH]cnc2n1, CN(C)C=O. The product is CCOC(=O)C(c1ccccc1)n1cnc2c(N)nc(OCCOC)nc21. As a reaction SMILES: [Br:22][CH:23]([C:24](=[O:25])[O:26][CH2:27][CH3:28])[c:29]1[cH:30][cH:31][cH:32][cH:33][cH:34]1.[K+:16].[K+:17].[O-:18][C:19]([O-:20])=[O:21].[O:1]([CH3:2])[CH2:3][CH2:4][O:5][c:6]1[n:7][c:8]([NH2:15])[c:9]2[nH:10][cH:11][n:12][c:13]2[n:14]1.[O:35]=[CH:36][N:37]([CH3:38])[CH3:39]>>[O:1]([CH3:2])[CH2:3][CH2:4][O:5][c:6]1[n:7][c:8]([NH2:15])[c:9]2[n:10][cH:11][n:12]([CH:23]([C:24](=[O:25])[O:26][CH2:27][CH3:28])[c:29]3[cH:30][cH:31][cH:32][cH:33][cH:34]3)[c:13]2[n:14]1.